Dataset: the Open Reaction Database (ORD), a public repository of structured organic reaction records. Task: describe an organic reaction: reactants, conditions, products, and yield Reactants: C1(=CC=CC=C1)C1OC2=CC=C(C=C2CC1)OC1=CC=C(C=N1)NS(=O)(=O)C (N-[6-(2-phenylchroman-6-yloxy)pyridin-3-yl]methanesulfonamide), FC=1C=C(C=CC1)C1OC2=CC=C(C=C2CC1)OC1=CC=C(C=N1)N (6-[2-(3-fluorophenyl)chroman-6-yloxy]-pyridin-3-ylamine). The product is FC=1C=C(C=CC1)C1OC2=CC=C(C=C2CC1)OC1=CC=C(C=N1)NS(=O)(=O)C (N-{6-[2-(3-Fluorophenyl)chroman-6-yloxy]pyridin-3-yl}methane sulfonamide). Reaction SMILES: [C:1]1([CH:7]2[CH2:16][CH2:15][C:14]3[C:9](=[CH:10][CH:11]=[C:12]([O:17][C:18]4[N:23]=[CH:22][C:21]([NH:24][S:25]([CH3:28])(=[O:27])=[O:26])=[CH:20][CH:19]=4)[CH:13]=3)[O:8]2)[CH:6]=[CH:5][CH:4]=[CH:3][CH:2]=1.[F:29]C1C=C(C2CCC3C(=CC=C(OC4N=CC(N)=CC=4)C=3)O2)C=CC=1>>[F:29][C:3]1[CH:2]=[C:1]([CH:7]2[CH2:16][CH2:15][C:14]3[C:9](=[CH:10][CH:11]=[C:12]([O:17][C:18]4[N:23]=[CH:22][C:21]([NH:24][S:25]([CH3:28])(=[O:27])=[O:26])=[CH:20][CH:19]=4)[CH:13]=3)[O:8]2)[CH:6]=[CH:5][CH:4]=1. Procedure details: N-{6-[2-(3-Fluorophenyl)chroman-6-yloxy]pyridin-3-yl}methane sulfonamide was prepared as described for N-[6-(2-phenylchroman-6-yloxy)pyridin-3-yl]methanesulfonamide in Example 46 starting from 300 mg of 6-[2-(3-fluorophenyl)chroman-6-yloxy]-pyridin-3-ylamine (Example 54). The product was purified by passing through silica gel using ethyl acetate-heptane (5:1) as an eluant. 1H NMR (400 MHz, d6-DMSO) δ: 9.67 (s, 1H), 7.99 (dd, 1H, J 2.8, 0.6 Hz), 7.67 (dd, 1H, J 8.8, 2.8 Hz), 7.46 (m, 1H), 7.31-7.... Starting materials: CC(=O)O[BH-](OC(C)=O)OC(C)=O, Cc1ccccc1C=O, CC(=O)O, CO, COC(OC)OC, ClCCl, [Na+], c1ccc(C(=C2CC3CCC(C2)N3)c2ccsc2)cc1. Yields the product Cc1ccccc1CN1C2CCC1CC(=C(c1ccccc1)c1ccsc1)C2. RXN SMILES: [C:30]([O:31][BH-:32]([O:33][C:34](=[O:35])[CH3:36])[O:37][C:38](=[O:39])[CH3:40])(=[O:41])[CH3:42].[CH3:21][c:22]1[cH:23][cH:24][cH:25][cH:26][c:27]1[CH:28]=[O:29].[CH3:44][C:45](=[O:46])[OH:47].[CH3:58][OH:59].[CH:48]([O:49][CH3:50])([O:51][CH3:52])[O:53][CH3:54].[Cl:55][CH2:56][Cl:57].[Na+:43].[c:1]1([C:7](=[C:8]2[CH2:9][CH:10]3[CH2:11][CH2:12][CH:13]([CH2:14]2)[NH:15]3)[c:16]2[cH:17][s:18][cH:19][cH:20]2)[cH:2][cH:3][cH:4][cH:5][cH:6]1>>[c:1]1([C:7](=[C:8]2[CH2:9][CH:10]3[CH2:11][CH2:12][CH:13]([CH2:14]2)[N:15]3[CH2:28][c:27]2[c:22]([CH3:21])[cH:23][cH:24][cH:25][cH:26]2)[c:16]2[cH:17][s:18][cH:19][cH:20]2)[cH:2][cH:3][cH:4][cH:5][cH:6]1. Starting materials: Cl (hydrochloric acid), C(C)N(CCC(CC1=CC=C(C=C1)F)=O)CC (4-(diethylamino)-1-(4-fluorophenyl)butanone), N1C=NC=C1 (imidazole), C([O-])([O-])=O.[K+].[K+] (potassium carbonate). The solvent is O (H2O), CO (methanol), CS(=O)C (dimethylsulfoxide). Reaction conditions: temperature 165 celsius. The product is O.Cl.Cl.C(C)N(CCC(CC1=CC=C(C=C1)N1C=NC=C1)=O)CC (4-(Diethylamino)-1-[4-(1H-imidazol-1-yl)phenyl]butanone dihydrochloride hydrate). RXN SMILES: [CH2:1]([N:3]([CH2:16][CH3:17])[CH2:4][CH2:5][C:6](=[O:15])[CH2:7][C:8]1[CH:13]=[CH:12][C:11](F)=[CH:10][CH:9]=1)[CH3:2].[NH:18]1[CH:22]=[CH:21][N:20]=[CH:19]1.C(=O)([O-])[O-].[K+].[K+].[ClH:29]>CO.O.CS(C)=O>[OH2:15].[ClH:29].[ClH:29].[CH2:1]([N:3]([CH2:16][CH3:17])[CH2:4][CH2:5][C:6](=[O:15])[CH2:7][C:8]1[CH:13]=[CH:12][C:11]([N:18]2[CH:22]=[CH:21][N:20]=[CH:19]2)=[CH:10][CH:9]=1)[CH3:2] |f:2.3.4,9.10.11.12|. Procedure: A mixture of 50.0 g (0.211 mol) 4-(diethylamino)-1-(4-fluorophenyl)butanone, 29.0 g (0.42 mol) imidazole, 58.24 g (0.42 mol) anhydrous potassium carbonate and 50 mL dimethylsulfoxide is heated to 150° C. for 18 hr and to 165° C. for 3 hr. After this time, the mixture is treated with 500 mL H2O and is extracted with 2×400 mL methylene chloride. The organic layers are washed with 5×300 mL water. The organic layer is dried over sodium sulfate, filtered and the solvent evaporated to provide crude ti... Reactants: CC(C)(C)O, CC(C)(C)Oc1cccc(Cl)c1C=O, [K+], [K+], O=[Mn](=O)(=O)[O-], O=P([O-])(O)O. The product is CC(C)(C)Oc1cccc(Cl)c1C(=O)O. As a reaction SMILES: [C:27]([OH:28])([CH3:29])([CH3:30])[CH3:31].[CH3:1][C:2]([CH3:3])([CH3:4])[O:5][c:6]1[c:7]([CH:8]=[O:9])[c:10]([Cl:14])[cH:11][cH:12][cH:13]1.[K+:20].[K+:26].[Mn:21]([O-:22])(=[O:23])(=[O:24])=[O:25].[P:15](=[O:16])([O-:17])([OH:18])[OH:19]>>[CH3:1][C:2]([CH3:3])([CH3:4])[O:5][c:6]1[c:7]([C:8](=[O:9])[OH:16])[c:10]([Cl:14])[cH:11][cH:12][cH:13]1. Reactants: COc1cc(C(C)O)cc(OC)c1Br, ClCCl, O=[Mn]=O. The product is COc1cc(C(C)=O)cc(OC)c1Br. Reaction SMILES: [Br:1][c:2]1[c:3]([O:13][CH3:14])[cH:4][c:5]([CH:10]([CH3:11])[OH:12])[cH:6][c:7]1[O:8][CH3:9].[Cl:15][CH2:16][Cl:17].[O:18]=[Mn:19]=[O:20]>>[Br:1][c:2]1[c:3]([O:13][CH3:14])[cH:4][c:5]([C:10]([CH3:11])=[O:12])[cH:6][c:7]1[O:8][CH3:9]. Reported procedure: Trifluoroacetic anhydride (3 ml) was added to a stirred solution of N-(3,5-dichlorophenyl)-2-(2,3-dihydro-6-hydroxyiminomethylene-4-oxo-5-phenyl-4H-2,3-oxazin-3-yl)-2-methylpropanamide (0.4 g) in pyridine (4 ml) at -5° C. After 0.5 hours ice and ethyl acetate was added and the mixture stirred for 1 hour. The organic phase was washed (water), dried (magnesium sulphate) and evaporated. The residue was purified by dry column chromatography on silica gel, eluting with hexane/ethyl acetate to give N-... Reaction conditions: time 1 hour. Starting materials: FC(C(=O)OC(C(F)(F)F)=O)(F)F (Trifluoroacetic anhydride), ClC=1C=C(C=C(C1)Cl)NC(C(C)(C)N1OC(C(C(C1=O)C1=CC=CC=C1)=NO)=C)=O (N-(3,5-dichlorophenyl)-2-(2,3-dihydro-6-hydroxyiminomethylene-4-oxo-5-phenyl-4H-2,3-oxazin-3-yl)-2-methylpropanamide), N1=CC=CC=C1 (pyridine), C(C)(=O)OCC (ethyl acetate). Reaction SMILES: FC(F)(F)[C:3]([O:5][C:6](=O)[C:7](F)(F)F)=O.[Cl:14][C:15]1[CH:16]=[C:17]([NH:22][C:23](=[O:43])[C:24]([N:27]2[C:32](=[O:33])[CH:31]([C:34]3[CH:39]=[CH:38][CH:37]=[CH:36][CH:35]=3)C(=NO)C(=C)O2)([CH3:26])[CH3:25])[CH:18]=[C:19]([Cl:21])[CH:20]=1.C(OCC)(=O)C.[N:50]1C=CC=CC=1>>[Cl:14][C:15]1[CH:16]=[C:17]([NH:22][C:23](=[O:43])[C:24]([N:27]2[C:32](=[O:33])[C:31]([C:34]3[CH:39]=[CH:38][CH:37]=[CH:36][CH:35]=3)=[C:6]([C:7]#[N:50])[O:5][CH2:3]2)([CH3:25])[CH3:26])[CH:18]=[C:19]([Cl:21])[CH:20]=1. Yields the product ClC=1C=C(C=C(C1)Cl)NC(C(C)(C)N1COC(=C(C1=O)C1=CC=CC=C1)C#N)=O (N-(3,5-dichlorophenyl)-2-(6-cyano-2,3-dihydro-4-oxo-5-phenyl-4H-1,3-oxazin-3-yl)-2-methylpropanamide).